This data is from the Open Reaction Database (ORD), a public repository of structured organic reaction records. The task is: describe an organic reaction: reactants, conditions, products, and yield The reagents and catalysts are c1ccc(cc1)-c2c3ccccc3cc4ccccc24 (9-Phenylanthracene). Run in C1CCOC1 (THF). Product: CC(=O)OC[C@@]1(F)C[C@H]([C@@H]2OC(C)(C)O[C@H]12)N3C(=O)c4ccccc4C3=O. Reaction conditions: temperature 25 celsius, time 18 hour. Reaction SMILES: [CH3:1][C:2]([O:4][CH2:5][C@:6]1([C@H:15]([C@@H:9]2[C@H:8]([N:16]3[C:25](=[O:26])[c:24]([c:19]4[C:17]3=[O:18])[cH:23][cH:22][cH:21][cH:20]4)[CH2:7]1)[O:14][C:11]([CH3:13])([CH3:12])[O:10]2)O)=[O:3].[F:27][Co](F)F>>[CH3:1][C:2]([O:4][CH2:5][C@@:6]1([C@H:15]([C@@H:9]2[C@H:8]([N:16]3[C:25](=[O:26])[c:24]([c:19]4[C:17]3=[O:18])[cH:23][cH:22][cH:21][cH:20]4)[CH2:7]1)[O:14][C:11]([CH3:13])([CH3:12])[O:10]2)[F:27])=[O:3]. Reactants: [Co](F)(F)F, C1[C@H]([C@H]2[C@@H]([C@@]1(COC(=O)C)O)OC(O2)(C)C)N1C(c2c(C1=O)cccc2)=O. Starting materials: CCO, COC(=O)c1cccc(C=O)c1[N+](=O)[O-], Nc1ccc(C(F)(F)F)cc1. The product is COC(=O)c1cccc(C=Nc2ccc(C(F)(F)F)cc2)c1[N+](=O)[O-]. RXN SMILES: [CH3:27][CH2:28][OH:29].[CH:1](=[O:2])[c:3]1[c:4]([N+:13](=[O:14])[O-:15])[c:5]([C:6](=[O:7])[O:8][CH3:9])[cH:10][cH:11][cH:12]1.[F:16][C:17]([c:18]1[cH:19][cH:20][c:21]([NH2:24])[cH:22][cH:23]1)([F:25])[F:26]>>[CH:1]([c:3]1[c:4]([N+:13](=[O:14])[O-:15])[c:5]([C:6](=[O:7])[O:8][CH3:9])[cH:10][cH:11][cH:12]1)=[N:24][c:21]1[cH:20][cH:19][c:18]([C:17]([F:16])([F:25])[F:26])[cH:23][cH:22]1. Starting materials: O=C1CCC(=O)N1Br, CO, CC#N, O=c1[nH]ccc2occc12. Yields the product O=c1[nH]cc(Br)c2occc12. Reaction SMILES: [Br:1][N:2]1[C:3](=[O:4])[CH2:5][CH2:6][C:7]1=[O:8].[CH3:19][OH:20].[CH3:21][C:22]#[N:23].[o:9]1[cH:10][cH:11][c:12]2[c:13](=[O:18])[nH:14][cH:15][cH:16][c:17]12>>[Br:1][c:16]1[cH:15][nH:14][c:13](=[O:18])[c:12]2[cH:11][cH:10][o:9][c:17]21. Reactants: ClC1=NC(=CC(=N1)C(=O)NC(C)C=1C=NC(=CC1)OCC(F)(F)F)C (2-chloro-6-methyl-N-(1-(6-(2,2,2-trifluoroethoxy)pyridin-3-yl)ethyl)pyrimidine-4-carb oxamide), CC1=NOC(=C1C)N (3,4-dimethylisoxazol-5-amine). The product is CC1=NOC(=C1C)NC1=NC(=CC(=N1)C(=O)NC(C)C=1C=NC(=CC1)OCC(F)(F)F)C (2-((3,4-dimethylisoxazol-5-yl)amino)-6-methyl-N-(1-(6-(2,2,2-trifluoroethoxy)pyridin-3-yl)ethyl)pyrimidine-4-carboxamide). RXN SMILES: Cl[C:2]1[N:7]=[C:6]([C:8]([NH:10][CH:11]([C:13]2[CH:14]=[N:15][C:16]([O:19][CH2:20][C:21]([F:24])([F:23])[F:22])=[CH:17][CH:18]=2)[CH3:12])=[O:9])[CH:5]=[C:4]([CH3:25])[N:3]=1.[CH3:26][C:27]1[C:31]([CH3:32])=[C:30]([NH2:33])[O:29][N:28]=1>>[CH3:26][C:27]1[C:31]([CH3:32])=[C:30]([NH:33][C:2]2[N:7]=[C:6]([C:8]([NH:10][CH:11]([C:13]3[CH:14]=[N:15][C:16]([O:19][CH2:20][C:21]([F:24])([F:23])[F:22])=[CH:17][CH:18]=3)[CH3:12])=[O:9])[CH:5]=[C:4]([CH3:25])[N:3]=2)[O:29][N:28]=1. Procedure: The title compound is prepared from 2-chloro-6-methyl-N-(1-(6-(2,2,2-trifluoroethoxy)pyridin-3-yl)ethyl)pyrimidine-4-carb oxamide (20 mg, 0.05 mmol, Step-1, single enantiomer) and 3,4-dimethylisoxazol-5-amine (12 mg, 0.1 mmol) according to the procedure similar to that described in Step-4 of Example 445. Starting materials: [NH4+].[OH-] (NH4OH), COCCC=1N(C2=C(C=[N+](C=3C=CC=CC23)[O-])N1)CCOCCNC(OC(C)(C)C)=O (tert-butyl 2-{2-[2-(2-methoxyethyl)-5-oxido-1H-imidazo[4,5-c]quinolin-1-yl]ethoxy}ethylcarbamate), [NH4+].[OH-] (NH4OH), C1(=CC=C(C=C1)S(=O)(=O)Cl)C (p-toluenesulfonyl chloride), C(Cl)(Cl)Cl (CHCl3). The solvent is ClCCCl (1,2-dichloroethane). Conditions: time 2 hour. Product: NC1=NC=2C=CC=CC2C2=C1N=C(N2CCOCCNC(OC(C)(C)C)=O)CCOC (tert-butyl 2-{2-[4-amino-2-(2-methoxyethyl)-1H-imidazo[4,5-c]quinolin-1-yl]ethoxy}ethylcarbamate). Reaction SMILES: [CH3:1][O:2][CH2:3][CH2:4][C:5]1[N:6]([CH2:19][CH2:20][O:21][CH2:22][CH2:23][NH:24][C:25](=[O:31])[O:26][C:27]([CH3:30])([CH3:29])[CH3:28])[C:7]2[C:16]3[CH:15]=[CH:14][CH:13]=[CH:12][C:11]=3[N+:10]([O-])=[CH:9][C:8]=2[N:18]=1.[NH4+:32].[OH-].C1(C)C=CC(S(Cl)(=O)=O)=CC=1.C(Cl)(Cl)Cl>ClCCCl>[NH2:32][C:9]1[C:8]2[N:18]=[C:5]([CH2:4][CH2:3][O:2][CH3:1])[N:6]([CH2:19][CH2:20][O:21][CH2:22][CH2:23][NH:24][C:25](=[O:31])[O:26][C:27]([CH3:30])([CH3:29])[CH3:28])[C:7]=2[C:16]2[CH:15]=[CH:14][CH:13]=[CH:12][C:11]=2[N:10]=1 |f:1.2|. Procedure: A solution of tert-butyl 2-{2-[2-(2-methoxyethyl)-5-oxido-1H-imidazo[4,5-c]quinolin-1-yl]ethoxy}ethylcarbamate (10.6 g, 24.6 mmol) in 100 mL of 1,2-dichloroethane was heated to 60° C. and treated with 10 mL of concentrated NH4OH solution. To the rapidly stirred solution was added solid p-toluenesulfonyl chloride (7.05 g, 37.0 mmol) over a 10 minute period. The reaction mixture was treated with an additional 1 mL concentrated NH4OH solution and then sealed in a pressure vessel and heating was con... Starting materials: O=C([O-])[O-], O=c1[nH]cc(F)c(=O)[nH]1, [K+], [K+], C1COCCO1, Cc1ccc(S(=O)(=O)Cl)cc1. The product is Cc1ccc(S(=O)(=O)n2cc(F)c(=O)[nH]c2=O)cc1. RXN SMILES: [C:10](=[O:11])([O-:12])[O-:13].[F:1][c:2]1[c:3](=[O:9])[nH:4][c:5](=[O:8])[nH:6][cH:7]1.[K+:14].[K+:15].[O:27]1[CH2:28][CH2:29][O:30][CH2:31][CH2:32]1.[c:16]1([CH3:26])[cH:17][cH:18][c:19]([S:22](=[O:23])(=[O:24])[Cl:25])[cH:20][cH:21]1>>[F:1][c:2]1[c:3](=[O:9])[nH:4][c:5](=[O:8])[n:6]([S:22]([c:19]2[cH:18][cH:17][c:16]([CH3:26])[cH:21][cH:20]2)(=[O:23])=[O:24])[cH:7]1. Starting materials: S1C(=NC=C1)N (thiazol-2-amine), C(C)(C)[Mg]Cl (isopropyl magnesium chloride), C(C)(C)C1=CC(=NN1)NC=1C2=C(N=C(N1)N1[C@@H](CCC1)C(=O)OC)CCC2 (methyl (2S)-1-[4-[(5-isopropyl-1H-pyrazol-3-yl)amino]-6,7-dihydro-5H-cyclopenta[d]pyrimidin-2-yl]pyrrolidine-2-carboxylate). Run in C1CCOC1 (THF), C1CCOC1 (THF). Run at time 20 minute. Yields the product C(C)(C)C1=CC(=NN1)NC=1C2=C(N=C(N1)N1[C@@H](CCC1)C(=O)NC=1SC=CN1)CCC2 ((2S)-1-[4-[(5-isopropyl-1H-pyrazol-3-yl)amino]-6,7-dihydro-5H-cyclopenta[d]pyrimidin-2-yl]-N-thiazol-2-yl-pyrrolidine-2-carboxamide). The yield is 50.6%. Reaction SMILES: [S:1]1[CH:5]=[CH:4][N:3]=[C:2]1[NH2:6].C([Mg]Cl)(C)C.[CH:12]([C:15]1[NH:19][N:18]=[C:17]([NH:20][C:21]2[C:22]3[CH2:38][CH2:37][CH2:36][C:23]=3[N:24]=[C:25]([N:27]3[CH2:31][CH2:30][CH2:29][C@H:28]3[C:32](OC)=[O:33])[N:26]=2)[CH:16]=1)([CH3:14])[CH3:13]>C1COCC1>[CH:12]([C:15]1[NH:19][N:18]=[C:17]([NH:20][C:21]2[C:22]3[CH2:38][CH2:37][CH2:36][C:23]=3[N:24]=[C:25]([N:27]3[CH2:31][CH2:30][CH2:29][C@H:28]3[C:32]([NH:6][C:2]3[S:1][CH:5]=[CH:4][N:3]=3)=[O:33])[N:26]=2)[CH:16]=1)([CH3:14])[CH3:13]. Reported procedure: To a solution of thiazol-2-amine (1.08 g, 10.8 mmol) in THF (12 mL) was added isopropyl magnesium chloride (5.4 mL, 10.8 mmol) dropwise at 0° C. The reaction mixture was stirred at the same temperature for 20 min., followed by dropwise addition of solution of methyl (2S)-1-[4-[(5-isopropyl-1H-pyrazol-3-yl)amino]-6,7-dihydro-5H-cyclopenta[d]pyrimidin-2-yl]pyrrolidine-2-carboxylate (1 g, 2.702 mmol) in THF (5 mL). The reaction mixture was stirred at RT for 2 h. The progress of reaction was monitor... Reactants: BrC=1C=C(C=2C=NN(C2C1)C(C)C)C(=O)NCC=1C(NC(=CC1CC)C)=O (6-bromo-N-[(4-ethyl-6-methyl-2-oxo-1,2-dihydro-3-pyridinyl)methyl]-1-(1-methylethyl)-1H-indazole-4-carboxamide), [Na] (sodium), CS(=O)O (methanesulfinic acid). The product is C(C)C1=C(C(NC(=C1)C)=O)CNC(=O)C=1C=2C=NN(C2C=C(C1)S(=O)(=O)C)C(C)C (N-((4-ethyl-6-methyl-2-oxo-1,2-dihydropyridin-3-yl)methyl)-1-isopropyl-6-(methylsulfonyl)-1H-indazole-4-carboxamide). As a reaction SMILES: Br[C:2]1[CH:3]=[C:4]([C:14]([NH:16][CH2:17][C:18]2[C:19](=[O:27])[NH:20][C:21]([CH3:26])=[CH:22][C:23]=2[CH2:24][CH3:25])=[O:15])[C:5]2[CH:6]=[N:7][N:8]([CH:11]([CH3:13])[CH3:12])[C:9]=2[CH:10]=1.[Na].[CH3:29][S:30]([OH:32])=[O:31]>>[CH2:24]([C:23]1[CH:22]=[C:21]([CH3:26])[NH:20][C:19](=[O:27])[C:18]=1[CH2:17][NH:16][C:14]([C:4]1[C:5]2[CH:6]=[N:7][N:8]([CH:11]([CH3:13])[CH3:12])[C:9]=2[CH:10]=[C:2]([S:30]([CH3:29])(=[O:32])=[O:31])[CH:3]=1)=[O:15])[CH3:25] |^1:27|. Procedure details: The title compound was prepared from 6-bromo-N-[(4-ethyl-6-methyl-2-oxo-1,2-dihydro-3-pyridinyl)methyl]-1-(1-methylethyl)-1H-indazole-4-carboxamide (70 mg, 0.162 mmol) and the sodium salt of methanesulfinic acid (33.5 mg, 0.325 mmol), in the same manner as described for example 91. The product was collected as a white solid (21 mg) 1H NMR (400 MHz, DMSO-d6) δ ppm 1.06-1.17 (m, 3H), 1.47-1.56 (m, 6H), 2.15 (s, 3H), 2.58 (q, J=7.58 Hz, 2H), 3.03 (s, 3H), 4.33-4.47 (m, 2H), 5.17-5.30 (m, 1H), 5.94 ...